From a dataset of the Open Reaction Database (ORD), a public repository of structured organic reaction records. describe an organic reaction: reactants, conditions, products, and yield The reactants are BrC=1C(NC(C1C1=CC=CC=C1)=O)=O (3-bromo-4-phenyl-1H-pyrrole-2,5-dione), N1C=CC2=CC=CC=C12 (indole), solution, C[Mg]I (methylmagnesium iodide). The solvent is C1=CC=CC=C1 (benzene), C(C)OCC (diethyl ether). Run at time 15 minute. Product: N1C=C(C2=CC=CC=C12)C=1C(NC(C1C1=CC=CC=C1)=O)=O (3-(3-indolyl)-4-phenyl-1H-pyrrole-2,5-dione). The yield is 35.0%. As a reaction SMILES: [NH:1]1[C:9]2[C:4](=[CH:5][CH:6]=[CH:7][CH:8]=2)[CH:3]=[CH:2]1.C[Mg]I.Br[C:14]1[C:15](=[O:26])[NH:16][C:17](=[O:25])[C:18]=1[C:19]1[CH:24]=[CH:23][CH:22]=[CH:21][CH:20]=1>C1C=CC=CC=1.C(OCC)C>[NH:1]1[C:9]2[C:4](=[CH:5][CH:6]=[CH:7][CH:8]=2)[C:3]([C:14]2[C:15](=[O:26])[NH:16][C:17](=[O:25])[C:18]=2[C:19]2[CH:24]=[CH:23][CH:22]=[CH:21][CH:20]=2)=[CH:2]1. Reported procedure: A solution of 4.9 g of indole in 50 ml of benzene was treated with 19 ml of a 3M solution of methylmagnesium iodide in diethyl ether and stirred under nitrogen for 15 minutes. 3.5 g of 3-bromo-4-phenyl-1H-pyrrole-2,5-dione were added and the mixture was stirred for 18 hours. The solvent was evaporated and the residue was dissolved in 250 ml of dichloromethane and 50 ml of 2M hydrochloric acid. The organic extracts were washed with water, dried and evaporated. The residue was purified on silica g... Product: C(C#CC)OC1=CC=C(C=C1)S(=O)(=O)N(C(C(=O)OC)C(C)C)CC#C (methyl 2-[{[4-(2-butynyloxy)phenyl]sulfonyl}(2-propynyl)amino]-3-methylbutanoate). Reaction SMILES: [CH3:1][O:2][C:3](=[O:23])[CH:4]([NH:8][S:9]([C:12]1[CH:17]=[CH:16][C:15]([O:18][CH2:19][C:20]#[C:21][CH3:22])=[CH:14][CH:13]=1)(=[O:11])=[O:10])[CH:5]([CH3:7])[CH3:6].[CH2:24](Br)[C:25]#[CH:26]>>[CH2:19]([O:18][C:15]1[CH:14]=[CH:13][C:12]([S:9]([N:8]([CH2:26][C:25]#[CH:24])[CH:4]([CH:5]([CH3:7])[CH3:6])[C:3]([O:2][CH3:1])=[O:23])(=[O:11])=[O:10])=[CH:17][CH:16]=1)[C:20]#[C:21][CH3:22]. Reported procedure: According to the procedure of Example 5, 0.800 g (2.36 mmol) of 2-(4-but-2-ynyloxy-benzenesulfonylamino)-3-methyl-butyric acid methyl ester and 0.53 g (4.72 mmol) of 80% propargyl bromide gave 0.89 g of methyl 2-[{[4-(2-butynyloxy)phenyl]sulfonyl}(2-propynyl)amino]-3-methylbutanoate as a colorless oil. Electrospray Mass Spec 378.2 (M+H)+ Yield: 99.9%. Starting materials: COC(C(C(C)C)NS(=O)(=O)C1=CC=C(C=C1)OCC#CC)=O (2-(4-but-2-ynyloxy-benzenesulfonylamino)-3-methyl-butyric acid methyl ester), C(C#C)Br (propargyl bromide).